From a dataset of the Open Reaction Database (ORD), a public repository of structured organic reaction records. describe an organic reaction: reactants, conditions, products, and yield Starting materials: CN(C1=NC2=CC(=C(C=C2N=C1)Cl)Cl)C1=CC=C(C=C1)O (4-[N-Methyl-N-(6,7-dichloro-2-quinoxalinyl)amino]phenol), BrC(C(=O)OCC)C (ethyl 2-bromopropionate), ( b ). Reaction SMILES: [CH3:1][N:2]([C:15]1[CH:20]=[CH:19][C:18]([OH:21])=[CH:17][CH:16]=1)[C:3]1[CH:12]=[N:11][C:10]2[C:5](=[CH:6][C:7]([Cl:14])=[C:8]([Cl:13])[CH:9]=2)[N:4]=1.Br[CH:23]([CH3:29])[C:24]([O:26][CH2:27][CH3:28])=[O:25]>>[CH3:1][N:2]([C:15]1[CH:20]=[CH:19][C:18]([O:21][CH:23]([CH3:29])[C:24]([O:26][CH2:27][CH3:28])=[O:25])=[CH:17][CH:16]=1)[C:3]1[CH:12]=[N:11][C:10]2[C:5](=[CH:6][C:7]([Cl:14])=[C:8]([Cl:13])[CH:9]=2)[N:4]=1. The product is CN(C1=NC2=CC(=C(C=C2N=C1)Cl)Cl)C1=CC=C(OC(C(=O)OCC)C)C=C1 (ethyl 2-{4-[N-methyl-N-(6,7-dichloro-2-quinoxalinyl)amino]phenoxy}propionate). Procedure: 4-[N-Methyl-N-(6,7-dichloro-2-quinoxalinyl)amino]phenol was reacted with ethyl 2-bromopropionate, following essentially the same procedure as that described in Example 1 Part (b), to give ethyl 2-{4-[N-methyl-N-(6,7-dichloro-2-quinoxalinyl)amino]phenoxy}propionate, mp 79° C. Proton magnetic resonance spectrum (CDCl3 ; δ in ppm): 8.25 (1H, s, quinoxaline hetero-ring proton); 7.9 (1H, s, quinoxaline benzo-ring proton); 7.8 (1H, s, quinoxaline benzo-ring proton); 7.2 (4H, m, phenoxy protons); 4.85 ... Reactants: CN(CCCc1ccc(B(O)O)cc1)C(=O)Nc1cccc(C#N)c1, O=CC(=O)O, CC(C)(C)OC(=O)N(C(=O)OC(C)(C)C)c1nccc2cc(N)ccc12, O. Yields the product CN(CCCc1ccc(C(Nc2ccc3c(N(C(=O)OC(C)(C)C)C(=O)OC(C)(C)C)nccc3c2)C(=O)O)cc1)C(=O)Nc1cccc(C#N)c1. RXN SMILES: [C:1](#[N:2])[c:3]1[cH:4][c:5]([NH:9][C:10]([N:11]([CH3:12])[CH2:13][CH2:14][CH2:15][c:16]2[cH:17][cH:18][c:19]([B:22]([OH:23])[OH:24])[cH:20][cH:21]2)=[O:25])[cH:6][cH:7][cH:8]1.[C:53]([CH:54]=[O:55])(=[O:56])[OH:57].[NH2:26][c:27]1[cH:28][c:29]2[cH:30][cH:31][n:32][c:33]([N:37]([C:38](=[O:39])[O:40][C:41]([CH3:42])([CH3:43])[CH3:44])[C:45](=[O:46])[O:47][C:48]([CH3:49])([CH3:50])[CH3:51])[c:34]2[cH:35][cH:36]1.[OH2:52]>>[C:1](#[N:2])[c:3]1[cH:4][c:5]([NH:9][C:10]([N:11]([CH3:12])[CH2:13][CH2:14][CH2:15][c:16]2[cH:17][cH:18][c:19]([CH:54]([NH:26][c:27]3[cH:28][c:29]4[cH:30][cH:31][n:32][c:33]([N:37]([C:38](=[O:39])[O:40][C:41]([CH3:42])([CH3:43])[CH3:44])[C:45](=[O:46])[O:47][C:48]([CH3:49])([CH3:50])[CH3:51])[c:34]4[cH:35][cH:36]3)[C:53](=[O:56])[OH:57])[cH:20][cH:21]2)=[O:25])[cH:6][cH:7][cH:8]1. The reactants are ClCCCOC=1C=C2C(=NC1)NC(=C2)C(=O)N2CCC(CC2)(F)F ([5-(3-chloro-propoxy)-1H-pyrrolo[2,3-b]pyridin-2-yl]-(4,4-difluoro-piperidin-1-yl)-methanone), C[C@@H]1CC[C@H](N1)C ((2R,5R)-(−)-trans-2,5-dimethylpyrrolidine), C([O-])([O-])=O.[K+].[K+] (potassium carbonate). The solvent is C(C)#N (acetonitrile). Product: FC1(CCN(CC1)C(=O)C1=CC=2C(=NC=C(C2)OCCCN2[C@@H](CC[C@H]2C)C)N1)F ((4,4-Difluoro-piperidin-1-yl)-[5-[3-((2R,5R)-2,5-dimethyl-pyrrolidin-1-yl)-propoxy]-1H-pyrrolo[2,3-b]pyridin-2-yl]-methanone). Yield: 6.0%. As a reaction SMILES: Cl[CH2:2][CH2:3][CH2:4][O:5][C:6]1[CH:7]=[C:8]2[CH:14]=[C:13]([C:15]([N:17]3[CH2:22][CH2:21][C:20]([F:24])([F:23])[CH2:19][CH2:18]3)=[O:16])[NH:12][C:9]2=[N:10][CH:11]=1.[CH3:25][C@H:26]1[NH:30][C@H:29]([CH3:31])[CH2:28][CH2:27]1.C(=O)([O-])[O-].[K+].[K+]>C(#N)C>[F:23][C:20]1([F:24])[CH2:21][CH2:22][N:17]([C:15]([C:13]2[NH:12][C:9]3=[N:10][CH:11]=[C:6]([O:5][CH2:4][CH2:3][CH2:2][N:30]4[C@H:26]([CH3:25])[CH2:27][CH2:28][C@H:29]4[CH3:31])[CH:7]=[C:8]3[CH:14]=2)=[O:16])[CH2:18][CH2:19]1 |f:2.3.4|. Procedure details: The title compound was synthesized in analogy to example 1, intermediate a), from [5-(3-chloro-propoxy)-1H-pyrrolo[2,3-b]pyridin-2-yl]-(4,4-difluoro-piperidin-1-yl)-methanone, (2R,5R)-(−)-trans-2,5-dimethylpyrrolidine (commercially available) and potassium carbonate in acetonitrile to give 23 mg (6%) of the desired product as a light yellow solid.